This data is from the Open Reaction Database (ORD), a public repository of structured organic reaction records. The task is: describe an organic reaction: reactants, conditions, products, and yield Reactants: C(C1=CC=CC=C1)[C@@]1(O)[C@@H]([C@@H](OC(C)=O)[C@H](OC(C)=O)[C@H](O1)CNC(=O)[C@@H](OC(C)=O)[C@@H](OC(C)=O)[C@H](OC(C)=O)[C@@H](OC(C)=O)COC(C)=O)NC(=O)OCC1=CC=CC=C1 (2,3,4,5,6-Penta-O-acetyl-L-gulonic acid (benzyl 3,4-di-O-acetyl-2-benzyloxycarbonylamino-2,6-didesoxy-α-D-glucopyranosid-6-yl)-amide), 13.B. Solvent: O1CCOCC1 (dioxan). Yields the product C(C1=CC=CC=C1)[C@@]1(O)[C@@H]([C@@H](OC(C)=O)[C@H](OC(C)=O)[C@H](O1)CNC(=O)[C@@H](OC(C)=O)[C@@H](OC(C)=O)[C@H](OC(C)=O)[C@@H](OC(C)=O)COC(C)=O)N (2,3,4,5,6-penta-O-acetyl-L-gulonic acid (benzyl 3,4-di-O-acetyl-2-amino-2,6-didesoxy-α-D-glucopyranosid-6-yl)-amide). RXN SMILES: [CH2:1]([C@@:8]1([O:22][C@H:21]([CH2:23][NH:24][C:25]([C@H:27]([C@H:32]([C@@H:37]([C@H:42]([CH2:47][O:48][C:49](=[O:51])[CH3:50])[O:43][C:44](=[O:46])[CH3:45])[O:38][C:39](=[O:41])[CH3:40])[O:33][C:34](=[O:36])[CH3:35])[O:28][C:29](=[O:31])[CH3:30])=[O:26])[C@@H:16]([O:17][C:18](=[O:20])[CH3:19])[C@H:11]([O:12][C:13](=[O:15])[CH3:14])[C@H:10]1[NH:52]C(OCC1C=CC=CC=1)=O)[OH:9])[C:2]1[CH:7]=[CH:6][CH:5]=[CH:4][CH:3]=1>O1CCOCC1>[CH2:1]([C@@:8]1([O:22][C@H:21]([CH2:23][NH:24][C:25]([C@H:27]([C@H:32]([C@@H:37]([C@H:42]([CH2:47][O:48][C:49](=[O:51])[CH3:50])[O:43][C:44](=[O:46])[CH3:45])[O:38][C:39](=[O:41])[CH3:40])[O:33][C:34](=[O:36])[CH3:35])[O:28][C:29](=[O:31])[CH3:30])=[O:26])[C@@H:16]([O:17][C:18](=[O:20])[CH3:19])[C@H:11]([O:12][C:13](=[O:15])[CH3:14])[C@H:10]1[NH2:52])[OH:9])[C:2]1[CH:3]=[CH:4][CH:5]=[CH:6][CH:7]=1. Procedure details: 2,3,4,5,6-Penta-O-acetyl-L-gulonic acid (benzyl 3,4-di-O-acetyl-2-benzyloxycarbonylamino-2,6-didesoxy-α-D-glucopyranosid-6-yl)-amide was hydrogenated as described under Ex. 13.B. and gave 2,3,4,5,6-penta-O-acetyl-L-gulonic acid (benzyl 3,4-di-O-acetyl-2-amino-2,6-didesoxy-α-D-glucopyranosid-6-yl)-amide, [α]+75.50 (c 0.2; dioxan), MS: m/z 763.6 ([M+Na]+). Reactants: CC(C)(C)C(=O)Oc2ccc1ccccc1c2 (substrate), CC(C)C[Al](CC(C)C)c1ccccc1 (effective_coupling_partner). Reagents/catalysts: PCy3. Run at temperature 25 celsius, time 24 hour. The product is c3ccc(c2ccc1ccccc1c2)cc3. Reactants: O=C([O-])[O-], C1CCNC1, COCCCN1CCOc2ccc(COC3CN(C(=O)OCc4ccccc4)CCC3c3ccc(OS(=O)(=O)C(F)(F)F)cc3)cc21, [Cs+], [Cs+], CC(=O)[O-], CC(=O)[O-], C1COCCO1, O, [Pd+2]. The product is COCCCN1CCOc2ccc(COC3CN(C(=O)OCc4ccccc4)CCC3c3ccc(N4CCCC4)cc3)cc21. As a reaction SMILES: [C:53](=[O:54])([O-:55])[O-:56].[CH2:48]1[CH2:49][CH2:50][NH:51][CH2:52]1.[CH3:1][O:2][CH2:3][CH2:4][CH2:5][N:6]1[CH2:7][CH2:8][O:9][c:10]2[c:11]1[cH:12][c:13]([CH2:16][O:17][CH:18]1[CH2:19][N:20]([C:38](=[O:39])[O:40][CH2:41][c:42]3[cH:43][cH:44][cH:45][cH:46][cH:47]3)[CH2:21][CH2:22][CH:23]1[c:24]1[cH:25][cH:26][c:27]([O:30][S:31]([C:32]([F:33])([F:34])[F:35])(=[O:36])=[O:37])[cH:28][cH:29]1)[cH:14][cH:15]2.[Cs+:57].[Cs+:58].[O-:67][C:68]([CH3:69])=[O:70].[O-:71][C:72]([CH3:73])=[O:74].[O:60]1[CH2:61][CH2:62][O:63][CH2:64][CH2:65]1.[OH2:59].[Pd+2:66]>>[CH3:1][O:2][CH2:3][CH2:4][CH2:5][N:6]1[CH2:7][CH2:8][O:9][c:10]2[c:11]1[cH:12][c:13]([CH2:16][O:17][CH:18]1[CH2:19][N:20]([C:38](=[O:39])[O:40][CH2:41][c:42]3[cH:43][cH:44][cH:45][cH:46][cH:47]3)[CH2:21][CH2:22][CH:23]1[c:24]1[cH:25][cH:26][c:27]([N:51]3[CH2:50][CH2:49][CH2:48][CH2:52]3)[cH:28][cH:29]1)[cH:14][cH:15]2. The reactants are Br, COC(=O)N1CCC(c2cc(=O)[nH]o2)CC1c1ccc(C(F)(F)F)c(C)c1. The product is Cc1cc(C2CC(c3cc(=O)[nH]o3)CCN2)ccc1C(F)(F)F. RXN SMILES: [BrH:28].[CH3:1][c:2]1[cH:3][c:4]([CH:12]2[N:13]([C:24]([O:25][CH3:26])=[O:27])[CH2:14][CH2:15][CH:16]([c:18]3[cH:19][c:20](=[O:23])[nH:21][o:22]3)[CH2:17]2)[cH:5][cH:6][c:7]1[C:8]([F:9])([F:10])[F:11]>>[CH3:1][c:2]1[cH:3][c:4]([CH:12]2[NH:13][CH2:14][CH2:15][CH:16]([c:18]3[cH:19][c:20](=[O:23])[nH:21][o:22]3)[CH2:17]2)[cH:5][cH:6][c:7]1[C:8]([F:9])([F:10])[F:11]. The reactants are Cl, COc1cc2nc(Cl)nc(N)c2cc1OC, COc1cc2nc(N3CCN(C(=O)C4CCCO4)CC3)nc(N)c2cc1OC, O=C(C1CCCO1)N1CCNCC1, O, O. The product is Cl, COc1cc2nc(N3CCN(C(=O)C4CCCO4)CC3)nc(N)c2cc1OC. Reaction SMILES: [ClH:3].[NH2:32][c:33]1[c:34]2[c:35]([cH:36][c:37]([O:38][CH3:39])[c:40]([O:41][CH3:42])[cH:43]2)[n:44][c:45]([Cl:47])[n:46]1.[NH2:4][c:5]1[n:6][c:7]([N:19]2[CH2:20][CH2:21][N:22]([C:25](=[O:26])[CH:27]3[O:28][CH2:29][CH2:30][CH2:31]3)[CH2:23][CH2:24]2)[n:8][c:9]2[cH:10][c:11]([O:17][CH3:18])[c:12]([O:15][CH3:16])[cH:13][c:14]12.[O:48]1[CH2:49][CH2:50][CH2:51][CH:52]1[C:53]([N:54]1[CH2:55][CH2:56][NH:57][CH2:58][CH2:59]1)=[O:60].[OH2:1].[OH2:2]>>[ClH:47].[NH2:4][c:5]1[n:6][c:7]([N:19]2[CH2:20][CH2:21][N:22]([C:25](=[O:26])[CH:27]3[O:28][CH2:29][CH2:30][CH2:31]3)[CH2:23][CH2:24]2)[n:8][c:9]2[cH:10][c:11]([O:17][CH3:18])[c:12]([O:15][CH3:16])[cH:13][c:14]12. The reactants are O=C1CCC(=O)N1Br, CO, CC1(C)OC(=O)Nc2ccc(OCCCCSc3ccc(Cl)c(Cl)c3)cc21, O. Yields the product CC1(C)OC(=O)Nc2ccc(OCCCCS(=O)c3ccc(Cl)c(Cl)c3)cc21. As a reaction SMILES: [Br:1][N:2]1[C:3](=[O:5])[CH2:6][CH2:7][C:8]1=[O:4].[CH3:37][OH:38].[Cl:9][c:10]1[cH:11][c:12]([S:17][CH2:18][CH2:19][CH2:20][CH2:21][O:22][c:23]2[cH:24][cH:25][c:26]3[c:27]([cH:35]2)[C:28]([CH3:33])([CH3:34])[O:29][C:30](=[O:32])[NH:31]3)[cH:13][cH:14][c:15]1[Cl:16].[OH2:36]>>[O:4]=[S:17]([c:12]1[cH:11][c:10]([Cl:9])[c:15]([Cl:16])[cH:14][cH:13]1)[CH2:18][CH2:19][CH2:20][CH2:21][O:22][c:23]1[cH:24][cH:25][c:26]2[c:27]([cH:35]1)[C:28]([CH3:33])([CH3:34])[O:29][C:30](=[O:32])[NH:31]2. Reactants: C(C)(=O)OC(C=O)CC (acetoxybutyraldehyde), C(C)(=O)OCCCC=O (4-acetoxybutyraldehyde). Solvent: CO (methanol). Yields the product C(C)(=O)OCCCCO (4-acetoxybutan-1-ol). Isolated yield 99.0%. Reaction SMILES: C(OC(CC)C=O)(=O)C.[C:10]([O:13][CH2:14][CH2:15][CH2:16][CH:17]=[O:18])(=[O:12])[CH3:11]>CO>[C:10]([O:13][CH2:14][CH2:15][CH2:16][CH2:17][OH:18])(=[O:12])[CH3:11]. Procedure details: The procedure in Example 1 was followed but instead of the acetoxybutyraldehyde isomer mixture, 4-acetoxybutyraldehyde was employed and the hydrogenation was carried out in the presence of 5% by weight of methanol. After a hydrogenation time of 35 minutes, and after filtering off the catalyst and freeing the filtrate from methanol, 4-acetoxybutan-1-ol was obtained in 99% yield. Reactants: N1N=CC2=CC=C(C=C12)NC=1C2=C(N=C(N1)NC1=CC=C(C=C1)S(=O)(=O)N)N(C=C2)S(=O)(=O)C2=CC=C(C)C=C2 (4-(4-(1H-indazol-6-ylamino)-7-tosyl-7H-pyrrolo[2,3-d]pyrimidin-2-ylamino)benzenesulfonamide), [OH-].[K+] (KOH). Solvent: O1CCOCC1 (dioxane). Run at temperature 70 celsius. Yields the product N1N=CC2=CC=C(C=C12)NC=1C2=C(N=C(N1)NC1=CC=C(C=C1)S(=O)(=O)N)NC=C2 (4-(4-(1H-indazol-6-ylamino)-7H-pyrrolo[2,3-d]pyrimidin-2-ylamino)benzenesulfonamide). The yield is 19.8%. RXN SMILES: [NH:1]1[C:9]2[C:4](=[CH:5][CH:6]=[C:7]([NH:10][C:11]3[C:12]4[CH:30]=[CH:29][N:28](S(C5C=CC(C)=CC=5)(=O)=O)[C:13]=4[N:14]=[C:15]([NH:17][C:18]4[CH:23]=[CH:22][C:21]([S:24]([NH2:27])(=[O:26])=[O:25])=[CH:20][CH:19]=4)[N:16]=3)[CH:8]=2)[CH:3]=[N:2]1.[OH-].[K+]>O1CCOCC1>[NH:1]1[C:9]2[C:4](=[CH:5][CH:6]=[C:7]([NH:10][C:11]3[C:12]4[CH:30]=[CH:29][NH:28][C:13]=4[N:14]=[C:15]([NH:17][C:18]4[CH:19]=[CH:20][C:21]([S:24]([NH2:27])(=[O:26])=[O:25])=[CH:22][CH:23]=4)[N:16]=3)[CH:8]=2)[CH:3]=[N:2]1 |f:1.2|. Procedure details: To a solution of 4-(4-(1H-indazol-6-ylamino)-7-tosyl-7H-pyrrolo[2,3-d]pyrimidin-2-ylamino)benzenesulfonamide (105 mg, 0.18 mmol) in dioxane (5 mL), aq. 1N KOH (1.50 mL, 1.50 mmol) was added. The mixture was then heated at 70° C. for 4 h. before it was concentrated in vacuo. The residue was then acidified with acetic acid (HOAc) (2.0 mL) and purified by HPLC to give the title compound (15 mg). MS 421.1 (M+H) (Compound 11-1). Reactants: FC1=C(C(=O)O)C(=C(C(=C1F)F)F)F (2,3,4,5,6-pentafluorobenzoic acid), N (ammonia). Run in [N+](=O)([O-])C (nitromethane). The product is NC1=C(C(=C(C(=O)O)C(=C1F)F)F)F (4-amino-2,3,5,6-tetrafluorobenzoic acid). As a reaction SMILES: [F:1][C:2]1[C:10]([F:11])=[C:9](F)[C:8]([F:13])=[C:7]([F:14])[C:3]=1[C:4]([OH:6])=[O:5].[NH3:15]>[N+](C)([O-])=O>[NH2:15][C:9]1[C:10]([F:11])=[C:2]([F:1])[C:3]([C:4]([OH:6])=[O:5])=[C:7]([F:14])[C:8]=1[F:13]. Procedure: A mixture of 10.0 g of 2,3,4,5,6-pentafluorobenzoic acid and 400 ml of nitromethane is saturated with anhydrous ammonia at room temperature and then placed in a bomb and heated at 100° for 20 hrs. The resulting solution is evaporated and the residue crystallized from chloroform-hexane to yield 4-amino-2,3,5,6-tetrafluorobenzoic acid as a white solid.